From a dataset of the Open Reaction Database (ORD), a public repository of structured organic reaction records. describe an organic reaction: reactants, conditions, products, and yield Starting materials: NC1=C(C(=O)N)C=C(C=N1)Cl (2-amino-5-chloronicotinamide), BrC1=C(C=CC(=C1)CBr)S(=O)(=O)C (2-bromo-4-(bromomethyl)-1-(methylsulfonyl)benzene), C(C)(=O)OCC (ethyl acetate). Solvent: CN(C)C=O (DMF). The product is Cl.BrC=1C=C(CN2C(C(=CC(=C2)Cl)C(=O)N)=N)C=CC1S(=O)(=O)C (1-[3-bromo-4-(methylsulfonyl)benzyl]-5-chloro-2-imino-1,2-dihydropyridine-3-carboxamide hydrochloride). Yield: 49.0%. Reaction SMILES: [NH2:1][C:2]1[N:10]=[CH:9][C:8]([Cl:11])=[CH:7][C:3]=1[C:4]([NH2:6])=[O:5].[Br:12][C:13]1[CH:18]=[C:17]([CH2:19]Br)[CH:16]=[CH:15][C:14]=1[S:21]([CH3:24])(=[O:23])=[O:22].C(OCC)(=O)C>CN(C=O)C>[ClH:11].[Br:12][C:13]1[CH:18]=[C:17]([CH:16]=[CH:15][C:14]=1[S:21]([CH3:24])(=[O:23])=[O:22])[CH2:19][N:10]1[CH:9]=[C:8]([Cl:11])[CH:7]=[C:3]([C:4]([NH2:6])=[O:5])[C:2]1=[NH:1] |f:4.5|. Procedure details: A solution of 2-amino-5-chloronicotinamide (300 mg) and 2-bromo-4-(bromomethyl)-1-(methylsulfonyl)benzene (860 mg) in DMF (5 ml) was stirred at 100° C. for 6 hr. The mixture was allowed to cool to room temperature, ethyl acetate was added, and the precipitated crystals were collected by filtration. The obtained crystals were dissolved in 1N sodium hydroxide solution, and the solution was extracted with ethyl acetate. The organic layer was washed with saturated brine, and dried over magnesium sul... Starting materials: BrC=1C=C2C(C(NC2=CC1)=O)=O (5-bromoindoline-2,3-dione), C(CO)O (ethylene glycol), CC=1C=CC(=CC1)S(=O)(=O)O (p-TSA). Solvent: C1(=CC=CC=C1)C (toluene). Product: BrC=1C=C2C3(C(NC2=CC1)=O)OCCO3 (5′-Bromospiro[[1,3]dioxolane-2,3′-indolin]-2′-one). Isolated yield 87.4%. RXN SMILES: [Br:1][C:2]1[CH:3]=[C:4]2[C:8](=[CH:9][CH:10]=1)[NH:7][C:6](=[O:11])[C:5]2=[O:12].[CH2:13](O)[CH2:14][OH:15].CC1C=CC(S(O)(=O)=O)=CC=1>C1(C)C=CC=CC=1>[Br:1][C:2]1[CH:3]=[C:4]2[C:8](=[CH:9][CH:10]=1)[NH:7][C:6](=[O:11])[C:5]12[O:15][CH2:14][CH2:13][O:12]1. Procedure: A magnetically stirred solution of 5-bromoindoline-2,3-dione (226 g, 1.0 mol, 1 eq.), ethylene glycol (186 g, 3.0 mol, 3 eq.), p-TSA (30 g, 0.16 mol, 16 mol %) and toluene (1500 mL) was refluxed overnight using a Dean-Stark apparatus. After total consumption of 5-bromoindoline-2,3-dione, EtOAc (1500 mL) and water (1000 mL) were added to remove excess of diol. The aqueous layer was extracted twice with EtOAc (500 mL). The collected organic layers were collected, dried over Na2SO4, filtered and co...